The task is: describe an organic reaction: reactants, conditions, products, and yield. This data is from the Open Reaction Database (ORD), a public repository of structured organic reaction records. Starting materials: C([C@@]12[C@H](CC[C@H]1[C@@H]1CCC=3C=C(C=CC3[C@H]1CC2)O)O)O (1,3,5(10)-estratriene-3,17β,18-triol), C1(CCCC1)Br (cyclopentyl bromide), C([O-])([O-])=O.[K+].[K+] (potassium carbonate). Run in C(C)O (ethanol). Yields the product C1(CCCC1)OC1=CC=2CC[C@H]3[C@@H]4CC[C@@H]([C@@]4(CO)CC[C@@H]3C2C=C1)O (3-cyclopentyloxy-1,3,5(10)-estratriene-17β,18-diol). As a reaction SMILES: [CH2:1]([OH:21])[C@:2]12[CH2:18][CH2:17][C@H:16]3[C@@H:7]([CH2:8][CH2:9][C:10]4[CH:11]=[C:12]([OH:19])[CH:13]=[CH:14][C:15]=43)[C@@H:6]1[CH2:5][CH2:4][C@@H:3]2[OH:20].[CH:22]1(Br)[CH2:26][CH2:25][CH2:24][CH2:23]1.C(=O)([O-])[O-].[K+].[K+]>C(O)C>[CH:22]1([O:19][C:12]2[CH:13]=[CH:14][C:15]3[C@@H:16]4[C@H:7]([C@H:6]5[C@@:2]([CH2:18][CH2:17]4)([CH2:1][OH:21])[C@@H:3]([OH:20])[CH2:4][CH2:5]5)[CH2:8][CH2:9][C:10]=3[CH:11]=2)[CH2:26][CH2:25][CH2:24][CH2:23]1 |f:2.3.4|. Procedure details: 350 mg. of 1,3,5(10)-estratriene-3,17β,18-triol in 10 ml. of ethanol is heated for 5 hours to the boiling point under N2 with 0.5 ml. of cyclopentyl bromide and 0.5 g. of potassium carbonate. After the mixture has been worked up and purified analogously to Example 18, 3-cyclopentyloxy-1,3,5(10)-estratriene-17β,18-diol is obtained. The reactants are P(=O)([O-])([O-])[O-] (Phosphate), [H-].[Na+] (Sodium hydride), OCCC1=CC=C(C=C1)O (4-(2-hydroxyethyl)phenol), [Si](C)(C)(C(C)(C)C)Cl (tert-Butyldimethylsilyl chloride). Run in C1CCOC1 (THF). Conditions: time 75 minute. Product: [Si](C)(C)(C(C)(C)C)OC1=CC=C(C=C1)CCO (2-(4-{[tert-Butyl(dimethyl)silyl]oxy}phenyl)ethanol). Yield: 71.8%. Reaction SMILES: [H-].[Na+].[OH:3][CH2:4][CH2:5][C:6]1[CH:11]=[CH:10][C:9]([OH:12])=[CH:8][CH:7]=1.[Si:13](Cl)([C:16]([CH3:19])([CH3:18])[CH3:17])([CH3:15])[CH3:14].P([O-])([O-])([O-])=O>C1COCC1>[Si:13]([O:12][C:9]1[CH:10]=[CH:11][C:6]([CH2:5][CH2:4][OH:3])=[CH:7][CH:8]=1)([C:16]([CH3:19])([CH3:18])[CH3:17])([CH3:15])[CH3:14] |f:0.1|. Procedure: Sodium hydride (60% dispersion in mineral oil, 145 mg) was added portionwise to a solution of 4-(2-hydroxyethyl)phenol (502 mg) in THF (15 ml) and the mixture was stirred at 20° C. for 30 min. tert-Butyldimethylsilyl chloride (547 mg) was added and the mixture was stirred for 75 min. Phosphate buffer solution (pH 6.5) was added and the mixture was extracted with EtOAc. The combined extracts were dried (Na2SO4) and the solvent evaporated in vacuo to give a residue which was purified by SPE (10 g)... Starting materials: ClC1=CC=C(C=C1)C1=NSC(=N1)COC=1C(=C(C(N)=NO)C(=CC1)F)F (3-((3-(4-chlorophenyl)-1,2,4-thiadiazol-5-yl)methoxy)-2,6-difluoro-N′-hydroxybenzimidamide), C(C)(=O)OC(C)=O (acetic anhydride), C1CCOC1 (THF). Reagents/catalysts: [Pd] (Pd-C). Solvent: CC(=O)O (AcOH). Conditions: time 4 hour. Yields the product ClC1=CC=C(C=C1)C1=NSC(=N1)COC=1C(=C(C(N)=N)C(=CC1)F)F (3-((3-(4-chlorophenyl)-1,2,4-thiadiazol-5-yl)methoxy)-2,6-difluorobenzimidamide). As a reaction SMILES: [Cl:1][C:2]1[CH:7]=[CH:6][C:5]([C:8]2[N:12]=[C:11]([CH2:13][O:14][C:15]3[C:16]([F:26])=[C:17]([C:22]([F:25])=[CH:23][CH:24]=3)[C:18](=[N:20]O)[NH2:19])[S:10][N:9]=2)=[CH:4][CH:3]=1.C(OC(=O)C)(=O)C.C1COCC1>CC(O)=O.[Pd]>[Cl:1][C:2]1[CH:7]=[CH:6][C:5]([C:8]2[N:12]=[C:11]([CH2:13][O:14][C:15]3[C:16]([F:26])=[C:17]([C:22]([F:25])=[CH:23][CH:24]=3)[C:18](=[NH:19])[NH2:20])[S:10][N:9]=2)=[CH:4][CH:3]=1. Procedure details: To a solution of 3-((3-(4-chlorophenyl)-1,2,4-thiadiazol-5-yl)methoxy)-2,6-difluoro-N′-hydroxybenzimidamide (0.02 g, 0.05 mmol) in AcOH (0.50 ml) was added acetic anhydride (6 μL, 0.06 mmol) followed by addition of THF (1.0 ml) under nitrogen atmosphere. The resulting reaction mixture was stirred at room temperature for 1 h after which Pd-C (10%, 2.0 mg) was added and the resulting solution was stirred under hydrogen for 4 h. After the completion of the reaction (TLC monitoring), the reaction ma... Reactants: C(#N)C1=CC=C(C=C1)N1N(C(=C(C1=O)C(=O)OCC)C1=CC=C(C=C1)F)C (1-(4-cyanophenyl)-4-ethoxycarbonyl-2-methyl-3-(4-fluorophenyl)-2H-pyrazol-5-one), CN1CCNCC1 (N-methylpiperazine). The solvent is C(C)(=O)OCC (ethyl acetate). Run at temperature 100 celsius. Yields the product C(#N)C1=CC=C(C=C1)N1N(C(=C(C1=O)C(=O)OCC)C1=CC=C(C=C1)N1CCN(CC1)C)C (1-(4-Cyanophenyl)-4-ethoxycarbonyl-2-methyl-3-[4-(4-methylpiperazino)phenyl]-2H-pyrazol-5-one). Isolated yield 48.8%. As a reaction SMILES: [C:1]([C:3]1[CH:8]=[CH:7][C:6]([N:9]2[C:13](=[O:14])[C:12]([C:15]([O:17][CH2:18][CH3:19])=[O:16])=[C:11]([C:20]3[CH:25]=[CH:24][C:23](F)=[CH:22][CH:21]=3)[N:10]2[CH3:27])=[CH:5][CH:4]=1)#[N:2].[CH3:28][N:29]1[CH2:34][CH2:33][NH:32][CH2:31][CH2:30]1>C(OCC)(=O)C>[C:1]([C:3]1[CH:8]=[CH:7][C:6]([N:9]2[C:13](=[O:14])[C:12]([C:15]([O:17][CH2:18][CH3:19])=[O:16])=[C:11]([C:20]3[CH:25]=[CH:24][C:23]([N:32]4[CH2:33][CH2:34][N:29]([CH3:28])[CH2:30][CH2:31]4)=[CH:22][CH:21]=3)[N:10]2[CH3:27])=[CH:5][CH:4]=1)#[N:2]. Reported procedure: A liquid mixture of 872 mg of 1-(4-cyanophenyl)-4-ethoxycarbonyl-2-methyl-3-(4-fluorophenyl)-2H-pyrazol-5-one and 2.39 g of N-methylpiperazine was heated at 100° C. for 36 hours with stirring. The reaction solution was cooled to room temperature, and 5 ml of ethyl acetate was added. The precipitated crystals were collected by filtration and dried under reduced pressure to give 519 mg of the title compound as pale yellow crystals. The reactants are BrC1=CC=C(C=C1)Cl (4-bromochlorobenzene), Grignard reagent, [Cl-].[NH4+] (ammonium chloride), [Mg] (magnesium), CN(C)C(C1C(CCCC1)=O)C1=CC=CC=C1 (2-(dimethylaminophenylmethyl)cyclohexanone), crude base. The solvent is CCOCC (ether), CCOCC (ether), CCOCC (ether). Reaction conditions: time 15 hour. Product: Cl.ClC1=CC=C(C=C1)C1(C(CCCC1)C(C1=CC=CC=C1)N(C)C)O (1-(4-chlorophenyl)-2-(dimethylaminophenylmethyl)cyclohexanol, hydrochloride). Isolated yield 110.2%. Reaction SMILES: [Mg].Br[C:3]1[CH:8]=[CH:7][C:6]([Cl:9])=[CH:5][CH:4]=1.[CH3:10][N:11]([CH:13]([C:21]1[CH:26]=[CH:25][CH:24]=[CH:23][CH:22]=1)[CH:14]1[CH2:19][CH2:18][CH2:17][CH2:16][C:15]1=[O:20])[CH3:12].[Cl-].[NH4+]>CCOCC>[ClH:9].[Cl:9][C:6]1[CH:7]=[CH:8][C:3]([C:15]2([OH:20])[CH2:16][CH2:17][CH2:18][CH2:19][CH:14]2[CH:13]([N:11]([CH3:10])[CH3:12])[C:21]2[CH:22]=[CH:23][CH:24]=[CH:25][CH:26]=2)=[CH:4][CH:5]=1 |f:3.4,6.7|. Reported procedure: 0.63 g (25.9 mmole) of magnesium turnings was stirred in 10 ml of ether of analysis purity. 4.97 g (25.9 mmole) of 4-bromochlorobenzene dissolved in 30 ml of ether were added dropwise so that the reaction mixture boiled gently. After completion of the addition the reaction mixture was boiled for a further hour at RT. 5.0 g (21.6 mmole) of the 2-(dimethylaminophenylmethyl)cyclohexanone prepared according to Example 1 were dissolved in 10 ml of ether, added dropwise to the Grignard reagent while c... The reactants are [OH-].[Na+] (NaOH), [BH-](OC(=O)C)(OC(=O)C)OC(=O)C.[Na+] (NaB(OAc)3H), N1CCCC1 (pyrrolidine), O=CC1=CC(OC)=C(O)C=C1 (vanillin). Procedure details: NaB(OAc)3H (8.7 g, 0.041 mol) was added in portions for 30 min to a mixture of pyrrolidine (3.4 mL, 0.041 mol) and vanillin (5 g, 0.033 mol) in CH2Cl2 (50 mL) under vigorous stirring and cooling with an ice bath in an atmosphere of argon. The mixture was stirred for 2 h and cooled. Then 10 N NaOH (4.1 mL) and water (30 mL) were added. The organic layer was separated; the aqueous one was extracted with chloroform (2×50 mL). The organic fractions were evaporated. The residue was distributed betwee... Product: COC1=C(C=CC(=C1)CN1CCCC1)O (2-Methoxy-4-(pyrrolidin-1-ylmethyl)phenol). Run in O (water), C(Cl)Cl (CH2Cl2). As a reaction SMILES: [BH-](OC(C)=O)(OC(C)=O)OC(C)=O.[Na+].[NH:15]1[CH2:19][CH2:18][CH2:17][CH2:16]1.O=[CH:21][C:22]1[CH:30]=[CH:29][C:27]([OH:28])=[C:24]([O:25][CH3:26])[CH:23]=1.[OH-].[Na+]>C(Cl)Cl.O>[CH3:26][O:25][C:24]1[CH:23]=[C:22]([CH2:21][N:15]2[CH2:19][CH2:18][CH2:17][CH2:16]2)[CH:30]=[CH:29][C:27]=1[OH:28] |f:0.1,4.5|. Yield: 74.6%. The reactants are O=C(Cl)CN1C(=O)c2ccccc2C1=O, CC1(C)CCCNc2cc([N+](=O)[O-])ccc21, CN(C)c1ccncc1, ClCCCl, c1ccncc1. Product: CC1(C)CCCN(C(=O)CN2C(=O)c3ccccc3C2=O)c2cc([N+](=O)[O-])ccc21. Reaction SMILES: [C:23]1(=[O:37])[c:24]2[c:25]([cH:33][cH:34][cH:35][cH:36]2)[C:26](=[O:32])[N:27]1[CH2:28][C:29](=[O:30])[Cl:31].[CH3:1][C:2]1([CH3:16])[c:3]2[c:4]([cH:9][c:10]([N+:13](=[O:14])[O-:15])[cH:11][cH:12]2)[NH:5][CH2:6][CH2:7][CH2:8]1.[CH3:38][N:39]([CH3:40])[c:41]1[cH:42][cH:43][n:44][cH:45][cH:46]1.[Cl:47][CH2:48][CH2:49][Cl:50].[cH:17]1[cH:18][cH:19][n:20][cH:21][cH:22]1>>[CH3:1][C:2]1([CH3:16])[c:3]2[c:4]([cH:9][c:10]([N+:13](=[O:14])[O-:15])[cH:11][cH:12]2)[N:5]([C:29]([CH2:28][N:27]2[C:23](=[O:37])[c:24]3[c:25]([cH:33][cH:34][cH:35][cH:36]3)[C:26]2=[O:32])=[O:30])[CH2:6][CH2:7][CH2:8]1. Starting materials: C(C1=CC=CC=C1)OC1=C(C=C2CCC(CC2=C1)OC(C)=O)[N+](=O)[O-] (acetic acid 7-benzyloxy-6-nitro-1,2,3,4-tetrahydronaphthalen-2-yl ester). The reagents and catalysts are [Pt] (Pt/C). Run in CCOC(=O)C (EtOAc). Run at time 18 hour. The product is NC=1C=C2CCC(CC2=CC1OCC1=CC=CC=C1)OC(C)=O (Acetic acid 6-amino-7-benzyloxy-1,2,3,4-tetrahydronaphthalen-2-yl ester). Reaction SMILES: [CH2:1]([O:8][C:9]1[CH:18]=[C:17]2[C:12]([CH2:13][CH2:14][CH:15]([O:19][C:20](=[O:22])[CH3:21])[CH2:16]2)=[CH:11][C:10]=1[N+:23]([O-])=O)[C:2]1[CH:7]=[CH:6][CH:5]=[CH:4][CH:3]=1>CCOC(C)=O.[Pt]>[NH2:23][C:10]1[CH:11]=[C:12]2[C:17](=[CH:18][C:9]=1[O:8][CH2:1][C:2]1[CH:3]=[CH:4][CH:5]=[CH:6][CH:7]=1)[CH2:16][CH:15]([O:19][C:20](=[O:22])[CH3:21])[CH2:14][CH2:13]2. Reported procedure: A mixture of acetic acid 7-benzyloxy-6-nitro-1,2,3,4-tetrahydronaphthalen-2-yl ester (1.01 g, 2.96 mmol) and 5% Pt/C (150 mg) in EtOAc (20 mL) is hydrogenated at 1 atm and at ambient temperature for 18 h. The mixture is filtered through Celite, and the filtrate is concentrated to give the title compound as an oil, which is used directly in the next step. Reactants: C(C)N(C(SCC1=CC(=C(C(=C1)C(C)(C)C)O)C(C)(C)C)=S)CC (3,5-di-t-butyl-4-hydroxybenzyl N,N-diethyldithiocarbamate), [OH-].[K+] (potassium hydroxide), [N+](=O)([O-])C (nitromethane). Solvent: CO (methanol). Yields the product C(C)(C)(C)C=1C=C(CC([N+](=O)[O-])(CC2=CC(=C(C(=C2)C(C)(C)C)O)C(C)(C)C)CC2=CC(=C(C(=C2)C(C)(C)C)O)C(C)(C)C)C=C(C1O)C(C)(C)C (Tris-(3,5-di-t-butyl-4-hydroxybenzyl)nitromethane). Reaction SMILES: C(N(CC)C(=S)S[CH2:6][C:7]1[CH:12]=[C:11]([C:13]([CH3:16])([CH3:15])[CH3:14])[C:10]([OH:17])=[C:9]([C:18]([CH3:21])([CH3:20])[CH3:19])[CH:8]=1)C.[OH-:25].[K+].[N+:27]([CH3:30])([O-:29])=[O:28]>CO>[C:13]([C:11]1[CH:12]=[C:7]([CH:8]=[C:9]([C:18]([CH3:21])([CH3:20])[CH3:19])[C:10]=1[OH:17])[CH2:6][C:30]([CH2:6][C:7]1[CH:8]=[C:9]([C:18]([CH3:20])([CH3:19])[CH3:21])[C:10]([OH:25])=[C:11]([C:13]([CH3:16])([CH3:15])[CH3:14])[CH:12]=1)([CH2:6][C:7]1[CH:8]=[C:9]([C:18]([CH3:21])([CH3:20])[CH3:19])[C:10]([OH:17])=[C:11]([C:13]([CH3:16])([CH3:15])[CH3:14])[CH:12]=1)[N+:27]([O-:29])=[O:28])([CH3:14])([CH3:16])[CH3:15] |f:1.2|. Reported procedure: To a rapidly stirred solution of 11.01 g of 3,5-di-t-butyl-4-hydroxybenzyl N,N-diethyldithiocarbamate in 100 ml of hot methanol was added a freshly prepared solution of 1.68 g of potassium hydroxide and 0.61 g of nitromethane. The resulting stirred mixture was refluxed under nitrogen for 24 hours. Upon cooling, 3.0 g of the product precipitated as white crystals, mp 199°-201° C. An additional 2.07 of pure product was obtained from the filtrate after recrystallization from acetonitrile and vacuum...